This data is from the Open Reaction Database (ORD), a public repository of structured organic reaction records. The task is: describe an organic reaction: reactants, conditions, products, and yield Reactants: C(=O)(OC(C)(C)C)N(C1CCC(CC1)N(C(=O)C1=C(C2=C(S1)C=CC=C2)Cl)CC=2C=C(C=CC2OCC)B(O)O)C (3-{[[4-(BOC-methyl-amino)-cyclohexyl]-(3-chloro-benzo[b]thiophene-2-carbonyl)-amino]-methyl}-4-ethoxy-benzene boronic acid), BrC=1C=NC=NC1 (5-bromopyrimidine). The product is Cl.Cl.C(C)OC1=C(CN(C(=O)C2=C(C3=C(S2)C=CC=C3)Cl)C3CCC(CC3)NC)C=C(C=C1)C=1C=NC=NC1 (3-Chloro-benzo[b]thiophene-2-carboxylic acid (2-ethoxy-5-pyrimidin-5-yl-benzyl)-(4-methylamino-cyclohexyl)-amide dihydrochloride). Reaction SMILES: [C:1]([N:8](C)[CH:9]1[CH2:14][CH2:13][CH:12]([N:15]([CH2:28][C:29]2[CH:30]=[C:31](B(O)O)[CH:32]=[CH:33][C:34]=2[O:35][CH2:36][CH3:37])[C:16]([C:18]2[S:22][C:21]3[CH:23]=[CH:24][CH:25]=[CH:26][C:20]=3[C:19]=2[Cl:27])=[O:17])[CH2:11][CH2:10]1)(OC(C)(C)C)=O.Br[C:43]1[CH:44]=[N:45][CH:46]=[N:47][CH:48]=1>>[ClH:27].[ClH:27].[CH2:36]([O:35][C:34]1[CH:33]=[CH:32][C:31]([C:43]2[CH:44]=[N:45][CH:46]=[N:47][CH:48]=2)=[CH:30][C:29]=1[CH2:28][N:15]([CH:12]1[CH2:11][CH2:10][CH:9]([NH:8][CH3:1])[CH2:14][CH2:13]1)[C:16]([C:18]1[S:22][C:21]2[CH:23]=[CH:24][CH:25]=[CH:26][C:20]=2[C:19]=1[Cl:27])=[O:17])[CH3:37] |f:2.3.4|. Procedure: The title compound is prepared from boronic acid 12 (25 mg, 42 μmol) and 5-bromopyrimidine (5.5 mg, 35 μmol) in accordance with Method L2. Starting materials: CC(=O)O, COc1cccc(CCC(N)=O)c1, O=Cc1ccccc1, O, O=P(O)(O)O. Product: COc1ccc2c(c1)CCC(=O)NC2c1ccccc1. As a reaction SMILES: [CH3:27][C:28](=[O:29])[OH:30].[CH3:6][O:7][c:8]1[cH:9][c:10]([CH2:14][CH2:15][C:16](=[O:17])[NH2:18])[cH:11][cH:12][cH:13]1.[CH:19](=[O:20])[c:21]1[cH:22][cH:23][cH:24][cH:25][cH:26]1.[OH2:31].[P:1](=[O:2])([OH:3])([OH:4])[OH:5]>>[CH3:6][O:7][c:8]1[cH:9][c:10]2[c:11]([cH:12][cH:13]1)[CH:19]([c:21]1[cH:22][cH:23][cH:24][cH:25][cH:26]1)[NH:18][C:16](=[O:17])[CH2:15][CH2:14]2. The reactants are NC=1C=2C=3C(C=CC3C(NN1)=O)=CN(N2)[C@H]2[C@](O)([C@H](O)[C@H](O2)CO)C (4-Amino-2-(2-C-methyl-β-D-ribofuranosyl)-2,6-dihydro-7H-2,3,5,6-tetraazabenzo[cd]azulene-7-one), N(=O)[O-].[Na+] (sodium nitrite). The reagents and catalysts are CC[N+](CC)(CC)CC.[Br-] (TEAB). Solvent: C(C)(=O)O (acetic acid). Run at time 4 hour. The product is C[C@@]1([C@@H](O[C@@H]([C@H]1O)CO)N1NC2=C3C(=CC=C3C(NNC2=O)=O)C1)O (2-(2-C-Methyl-β-D-ribofuranosyl)-2H-2,3,5,6-tetraazabenzo[cd]azulene-4,7(3H,6H)-dione). Yield: 79.9%. RXN SMILES: N[C:2]1[C:3]2[C:4]3[C:5](=[CH:13][N:14]([C@@H:16]4[O:22][C@H:21]([CH2:23][OH:24])[C@@H:19]([OH:20])[C@@:17]4([CH3:25])[OH:18])[N:15]=2)[CH:6]=[CH:7][C:8]=3[C:9](=[O:12])[NH:10][N:11]=1.N([O-])=[O:27].[Na+]>C(O)(=O)C.CC[N+](CC)(CC)CC.[Br-]>[CH3:25][C@@:17]1([OH:18])[C@H:19]([OH:20])[C@@H:21]([CH2:23][OH:24])[O:22][C@H:16]1[N:14]1[CH2:13][C:5]2=[CH:6][CH:7]=[C:8]3[C:9](=[O:12])[NH:10][NH:11][C:2](=[O:27])[C:3](=[C:4]23)[NH:15]1 |f:1.2,4.5|. Reported procedure: To a solution 4-amino-2-(2-C-methyl-β-D-ribofuranosyl)-2,6-dihydro-7H-2,3,5,6-tetraazabenzo[cd]azulene-7-one 15.6 (35 mg, 0.1 mmol) in 50% aqueous acetic acid (5 mL) was added sodium nitrite (42 mg, 0.6 mmol) and the mixture stirred at room temperature for 4 hr. The mixture was neutralized with 1M TEAB buffer and purified by reversed phase ion-pairing HPLC on a Phenomenex Luna C18(2) 250×21 mm 10 μm column. 100 mM triethylammonium acetate (TEAA), pH 7 was used as the ion-pairing agent. A gradien... Starting materials: C[Si](C)(C)C#N (trimethylsilyl cyanide), C(C)C1=NN2C(C3=C(C=C2)OCC3)=C1CO ((2-ethyl-8,9-dihydrofuro[3,2-c]pyrazolo[1,5-a]pyridin-1-yl)methanol). Solvent: ClCCl (dichloromethane), ClCCl (dichloromethane), C(O)([O-])=O.[Na+] (sodium hydrogen carbonate). Reaction conditions: time 30 minute. The product is C(C)C1=NN2C(C3=C(C=C2)OCC3)=C1CC#N ((2-ethyl-8,9-dihydrofuro[3,2-c]pyrazolo[1,5-a]pyridin-1-yl)acetonitrile). Yield: 59.2%. As a reaction SMILES: C[Si]([C:5]#[N:6])(C)C.[CH2:7]([C:9]1[C:20]([CH2:21]O)=[C:12]2[C:13]3[CH2:19][CH2:18][O:17][C:14]=3[CH:15]=[CH:16][N:11]2[N:10]=1)[CH3:8]>ClCCl.C(=O)([O-])O.[Na+]>[CH2:7]([C:9]1[C:20]([CH2:21][C:5]#[N:6])=[C:12]2[C:13]3[CH2:19][CH2:18][O:17][C:14]=3[CH:15]=[CH:16][N:11]2[N:10]=1)[CH3:8] |f:3.4|. Reported procedure: To a solution of boron trifluoride diethyl ether complex (836 μL, 6.60 mmol) and trimethylsilyl cyanide (1.17 mL, 8.77 mmol) in dichloromethane (5 mL) was added a solution of (2-ethyl-8,9-dihydrofuro[3,2-c]pyrazolo[1,5-a]pyridin-1-yl)methanol (480 mg, 2.20 mmol) in dichloromethane (10 mL) under ice-cooling and an argon atmosphere, and the mixture was stirred at room temperature for 30 min. The reaction solution was diluted with saturated aqueous sodium hydrogen carbonate solution, and the mixtur... The reactants are COC(=O)Cn1c(C)c(Cc2ccccc2S(=O)(=O)N(C)c2ccccc2)c2cc(F)ccc21, Cl, [Na+], C1CCOC1, [OH-]. Yields the product Cc1c(Cc2ccccc2S(=O)(=O)N(C)c2ccccc2)c2cc(F)ccc2n1CC(=O)O. RXN SMILES: [CH3:1][O:2][C:3]([CH2:4][n:5]1[c:6]([CH3:33])[c:7]([CH2:15][c:16]2[c:17]([S:22]([N:23]([c:24]3[cH:25][cH:26][cH:27][cH:28][cH:29]3)[CH3:30])(=[O:31])=[O:32])[cH:18][cH:19][cH:20][cH:21]2)[c:8]2[cH:9][c:10]([F:14])[cH:11][cH:12][c:13]12)=[O:34].[ClH:37].[Na+:36].[O:38]1[CH2:39][CH2:40][CH2:41][CH2:42]1.[OH-:35]>>[O:2]=[C:3]([CH2:4][n:5]1[c:6]([CH3:33])[c:7]([CH2:15][c:16]2[c:17]([S:22]([N:23]([c:24]3[cH:25][cH:26][cH:27][cH:28][cH:29]3)[CH3:30])(=[O:31])=[O:32])[cH:18][cH:19][cH:20][cH:21]2)[c:8]2[cH:9][c:10]([F:14])[cH:11][cH:12][c:13]12)[OH:34]. Starting materials: C(C)(C)(C)NC(NC1=C(C=C(C=C1)C(CBr)=O)C#N)=O (4'-(3-tert.butylureido)-2-bromo-3'-cyano-acetophenone), O(C1=CC=CC=C1)C(=O)NC1=C(C=C(C=C1)C(CBr)=O)C#N (4'-phenoxycarbonylamino-2-bromo-3'-cyano-acetophenone), C(C)(C)(C)N (tert.butylamine). Yields the product C(#N)C=1C=C(C=CC1NC(=O)NC(C)(C)C)C(CNC(C)(C)C)O (1-[3-cyano-4-(3-tert.butyl-ureido)-phenyl]-2-tert.butylaminoethanol). Reaction SMILES: [C:1]([NH:5][C:6](=[O:20])[NH:7][C:8]1[CH:13]=[CH:12][C:11]([C:14](=[O:17])[CH2:15]Br)=[CH:10][C:9]=1[C:18]#[N:19])([CH3:4])([CH3:3])[CH3:2].O(C(NC1C=CC(C(=O)CBr)=CC=1C#N)=O)C1C=CC=CC=1.[C:43]([NH2:47])([CH3:46])([CH3:45])[CH3:44]>>[C:18]([C:9]1[CH:10]=[C:11]([CH:14]([OH:17])[CH2:15][NH:47][C:43]([CH3:46])([CH3:45])[CH3:44])[CH:12]=[CH:13][C:8]=1[NH:7][C:6]([NH:5][C:1]([CH3:4])([CH3:3])[CH3:2])=[O:20])#[N:19]. Procedure details: The 4'-(3-tert.butylureido)-2-bromo-3'-cyano-acetophenone used as starting material was prepared by reaction of 4'-phenoxycarbonylamino-2-bromo-3'-cyano-acetophenone and tert.butylamine at room temperature. RXN SMILES: Cl.[NH2:2][C@H:3]1[CH2:8][CH2:7][C@H:6]([NH:9][C:10]([C:12]2[C:16]3[N:17]=[CH:18][N:19]=[C:20]([C:21]4[CH:26]=[C:25]([F:27])[CH:24]=[CH:23][C:22]=4[O:28][CH2:29][CH:30]4[CH2:32][CH2:31]4)[C:15]=3[NH:14][C:13]=2[CH3:33])=[O:11])[CH2:5][CH2:4]1.[C:34](Cl)(=[O:37])[CH2:35][CH3:36]>>[CH:30]1([CH2:29][O:28][C:22]2[CH:23]=[CH:24][C:25]([F:27])=[CH:26][C:21]=2[C:20]2[C:15]3[NH:14][C:13]([CH3:33])=[C:12]([C:10]([NH:9][C@H:6]4[CH2:7][CH2:8][C@H:3]([NH:2][C:34](=[O:37])[CH2:35][CH3:36])[CH2:4][CH2:5]4)=[O:11])[C:16]=3[N:17]=[CH:18][N:19]=2)[CH2:31][CH2:32]1 |f:0.1|. Starting materials: Cl.N[C@@H]1CC[C@H](CC1)NC(=O)C1=C(NC2=C1N=CN=C2C2=C(C=CC(=C2)F)OCC2CC2)C (N-(trans-4-aminocyclohexyl)-4-[2-(cyclopropylmethoxy)-5-fluorophenyl]-6-methyl-5H-pyrrolo[3,2-d]pyrimidine-7-carboxamide hydrochloride), C(CC)(=O)Cl (propionyl chloride). Reported procedure: Starting from N-(trans-4-aminocyclohexyl)-4-[2-(cyclopropylmethoxy)-5-fluorophenyl]-6-methyl-5H-pyrrolo[3,2-d]pyrimidine-7-carboxamide hydrochloride (example D.f13) and commercially propionyl chloride the title compound is obtained as colorless solid. Yields the product C1(CC1)COC1=C(C=C(C=C1)F)C=1C2=C(N=CN1)C(=C(N2)C)C(=O)N[C@@H]2CC[C@H](CC2)NC(CC)=O (4-[2-(Cyclopropylmethoxy)-5-fluorophenyl]-6-methyl-N-[trans-4-(propionylamino)cyclohexyl]-5H-pyrrolo[3,2-d]pyrimidine-7-carboxamide). RXN SMILES: [CH2:1]([O:4][C:5]([N:7]1[CH2:11][C@@H:10]([S:12][C:13]2[C@H:19]([CH3:20])[C@H:18]3[N:15]([C:16](=[O:24])[C@@H:17]3[C@H:21]([OH:23])[CH3:22])[C:14]=2[C:25]([O:27][CH2:28][CH:29]=[CH2:30])=[O:26])[CH2:9][C@H:8]1[CH2:31][CH2:32][N:33]1[C:37]([CH2:38][O:39][CH3:40])=[CH:36][N:35]=[CH:34]1)=[O:6])[CH:2]=[CH2:3].[CH3:41][I:42]>CC(C)=O>[I-:42].[CH2:1]([O:4][C:5]([N:7]1[CH2:11][C@@H:10]([S:12][C:13]2[C@H:19]([CH3:20])[C@H:18]3[N:15]([C:16](=[O:24])[C@@H:17]3[C@H:21]([OH:23])[CH3:22])[C:14]=2[C:25]([O:27][CH2:28][CH:29]=[CH2:30])=[O:26])[CH2:9][C@H:8]1[CH2:31][CH2:32][N+:33]1[C:37]([CH2:38][O:39][CH3:40])=[CH:36][N:35]([CH3:41])[CH:34]=1)=[O:6])[CH:2]=[CH2:3] |f:3.4|. Run at time 3.5 hour. Yields the product [I-].C(C=C)OC(=O)N1[C@@H](C[C@@H](C1)SC1=C(N2C([C@@H]([C@H]2[C@H]1C)[C@@H](C)O)=O)C(=O)OCC=C)CC[N+]1=CN(C=C1COC)C (allyl (4R,5S,6S)-3-[(2R,4S)-1-allyloxycarbonyl-2-{2-(5-methoxymethyl-3-methyl-1-imidazolio)ethyl}pyrrolidin-4-yl]thio-6-[(1R)-1-hydroxyethyl]-4-methyl-7-oxo-1-azabicyclo[3.2.0]hept-2-ene-2-carboxylate iodide). Reactants: C(C=C)OC(=O)N1[C@@H](C[C@@H](C1)SC1=C(N2C([C@@H]([C@H]2[C@H]1C)[C@@H](C)O)=O)C(=O)OCC=C)CCN1C=NC=C1COC (allyl (4R,5S,6S)-3-[(2R,4S)-1-allyloxycarbonyl-2-{2-(5-methoxymethylimidazol-1-yl)ethyl}pyrrolidin-4-yl]thio-6-[(1R)-1-hydroxyethyl]-4-methyl-7-oxo-1-azabicyclo[3.2.0]hept-2-ene-2-carboxylate), CI (methyl iodide). Solvent: CC(=O)C (acetone). Procedure: To a solution of allyl (4R,5S,6S)-3-[(2R,4S)-1-allyloxycarbonyl-2-{2-(5-methoxymethylimidazol-1-yl)ethyl}pyrrolidin-4-yl]thio-6-[(1R)-1-hydroxyethyl]-4-methyl-7-oxo-1-azabicyclo[3.2.0]hept-2-ene-2-carboxylate (1.79 g) in acetone (9.0 ml) was added methyl iodide (1.9 ml) at room temperature and the solution was allowed to stand for 3.5 hours. The solvent was evaporated to give allyl (4R,5S,6S)-3-[(2R,4S)-1-allyloxycarbonyl-2-{2-(5-methoxymethyl-3-methyl-1-imidazolio)ethyl}pyrrolidin-4-yl]thio-6-[...